This data is from the Open Reaction Database (ORD), a public repository of structured organic reaction records. The task is: describe an organic reaction: reactants, conditions, products, and yield Starting materials: C[Si](CCOCCl)(C)C (Chloromethyl 2-(trimethylsilyl)ethyl ether), [N+](=O)([O-])C1=C2N=CC(NC2=CC=C1)=O (5-nitroquinoxalin-2-one). Solvent: O1CCCC1 (tetrahydrofuran). Yields the product [N+](=O)([O-])C=1C=CC=C2N=CC(NC12)=O (8-nitroquinoxalin-2-one), ( 1 ). As a reaction SMILES: C[Si](C)(C)[CH2:3][CH2:4][O:5]CCl.[N+:10]([C:13]1[CH:22]=[CH:21][CH:20]=[C:19]2[C:14]=1[N:15]=CC(=O)[NH:18]2)([O-:12])=[O:11]>O1CCCC1>[N+:10]([C:13]1[CH:22]=[CH:21][CH:20]=[C:19]2[C:14]=1[NH:15][C:4](=[O:5])[CH:3]=[N:18]2)([O-:12])=[O:11]. Procedure details: Chloromethyl 2-(trimethylsilyl)ethyl ether (10.0 mL, 56.3 mmol) was added to tetrahydrofuran solution (500 mL) containing a mixture (21.6 g) of the 5-nitroquinoxalin-2-one derivative and the 8-nitroquinoxalin-2-one derivative obtained in the above (1), and then sodium hydride (2.30 g, 60% dispersion in oil, 57.3 mmol) was added thereto under ice-cooling. After the resulting reaction solution was stirred at room temperature for 1.5 hours, aqueous ammonium chloride solution was added thereto, and ... Starting materials: NCCNC([C@H](CC)NC(C(F)(F)F)=O)=O ((S)—N-(2-aminoethyl)-2-(2,2,2-trifluoroacetamido)butanamide), C1(=CC=CC=C1)N=C=S (phenyl isothiocyanate), [Br-].[Br-].[Br-].C(C1=CC=CC=C1)[N+](C)(C)C.C(C1=CC=CC=C1)[N+](C)(C)C.C(C1=CC=CC=C1)[N+](C)(C)C (benzyltrimethylammonium tribromide). The solvent is C(Cl)Cl (methylene chloride). Run at time 1 hour. The product is [OH-].[NH4+] (ammonium hydroxide), S1C(=NC2=C1C=CC=C2)NCCNC([C@H](CC)NC(C(F)(F)F)=O)=O ((S)—N-(2-(benzo[d]thiazol-2-ylamino)ethyl)-2-(2,2,2-trifluoroacetamido)butanamide). Reaction SMILES: [NH2:1][CH2:2][CH2:3][NH:4][C:5](=[O:16])[C@@H:6]([NH:9][C:10](=[O:15])[C:11]([F:14])([F:13])[F:12])[CH2:7][CH3:8].[C:17]1([N:23]=[C:24]=[S:25])[CH:22]=[CH:21][CH:20]=[CH:19][CH:18]=1.[Br-].[Br-].[Br-].C([N+](C)(C)C)C1C=CC=CC=1.C([N+](C)(C)C)C1C=CC=CC=1.C([N+](C)(C)C)C1C=CC=CC=1>C(Cl)Cl>[OH-:15].[NH4+:1].[S:25]1[C:18]2[CH:19]=[CH:20][CH:21]=[CH:22][C:17]=2[N:23]=[C:24]1[NH:1][CH2:2][CH2:3][NH:4][C:5](=[O:16])[C@@H:6]([NH:9][C:10](=[O:15])[C:11]([F:14])([F:12])[F:13])[CH2:7][CH3:8] |f:2.3.4.5.6.7,9.10|. Procedure: To a solution of the compound prepared in STEP B above (263 mgs, ca 1.0 mmol) in methylene chloride (10 mL) was added phenyl isothiocyanate (120 μL, 1.00 mmol). The resulting mixture was stirred at room temperature for 1 h, then treated with benzyltrimethylammonium tribromide (389.4 mgs 1.00 mmol). The resulting mixture was then stirred overnight. The reaction was quenched with aqueous sodium bicarbonate and the mixture extracted into methylene chloride. The organic layer was dried over sodium s... Reactants: O=C(Cl)CCl, [K+], [K+], NC(=O)c1cccc(N)c1, O=C([O-])[O-], C1COCCO1, O. Product: NC(=O)c1cccc(NC(=O)CCl)c1. Reaction SMILES: [Cl:1][CH2:2][C:3](=[O:4])[Cl:5].[K+:16].[K+:17].[NH2:6][c:7]1[cH:8][c:9]([C:10](=[O:11])[NH2:12])[cH:13][cH:14][cH:15]1.[O-:18][C:19]([O-:20])=[O:21].[O:23]1[CH2:24][CH2:25][O:26][CH2:27][CH2:28]1.[OH2:22]>>[Cl:1][CH2:2][C:3](=[O:4])[NH:6][c:7]1[cH:8][c:9]([C:10](=[O:11])[NH2:12])[cH:13][cH:14][cH:15]1. The reactants are C(=CCCCCCCCCCC)C=1C(C2=CC=CC=C2C(C1O)=O)=O (2-(1-dodecenyl)-3-hydroxy-1,4-naphthoquinone), OC=1C(C2=CC=CC=C2C(C1)=O)=O (2-hydroxy-1,4-naphthoquinone). Product: C1(C=CC(C2=CC=CC=C12)=O)=O.C(=CCCCCCCCCCC)C=1C(C2=CC=CC=C2C(C1O)=O)=O (2-(1-dodecenyl)-3-hydroxy-1,4-naphthoquinone naphthoquinone). RXN SMILES: [CH:1]([C:13]1[C:14](=[O:25])[C:15]2[C:20]([C:21](=[O:24])[C:22]=1[OH:23])=[CH:19][CH:18]=[CH:17][CH:16]=2)=[CH:2][CH2:3][CH2:4][CH2:5][CH2:6][CH2:7][CH2:8][CH2:9][CH2:10][CH2:11][CH3:12].OC1C(=O)C2C(C(=O)C=1)=CC=CC=2>>[C:21]1(=[O:24])[C:20]2[C:15](=[CH:16][CH:17]=[CH:18][CH:19]=2)[C:14](=[O:25])[CH:13]=[CH:22]1.[CH:1]([C:13]1[C:14](=[O:25])[C:15]2[C:20]([C:21](=[O:24])[C:22]=1[OH:23])=[CH:19][CH:18]=[CH:17][CH:16]=2)=[CH:2][CH2:3][CH2:4][CH2:5][CH2:6][CH2:7][CH2:8][CH2:9][CH2:10][CH2:11][CH3:12] |f:2.3|. Reported procedure: Thus, by this reaction, 2-(1-dodecenyl)-3-hydroxy-1,4-naphthoquinone was prepared from 2-hydroxy-1,4-naphthoquinone in a yield of 93.3 mol %. Starting materials: C(C1=CC=C(C=C1)OC)(=O)[C@@]([C@@](C(=O)O)(O)C(C1=CC=C(C=C1)OC)=O)(O)C(=O)O ((R, R)-di-p-anisoyltartaric acid), Cl (hydrochloric acid), ClC=1C=C(C=CC1Cl)C1(CNCC1)CCO (3-(3,4-dichloro-phenyl)-3-(2-hydroxy-ethyl)-pyrrolidine). The solvent is O.CO (water methanol), CO (methanol). Run at time 15 minute. Yields the product Cl.C(C1=CC=C(C=C1)OC)(=O)[C@@]([C@@](C(=O)O)(O)C(C1=CC=C(C=C1)OC)=O)(O)C(=O)O.ClC=1C=C(C=CC1Cl)C1(CNCC1)CCO ((+)-3-(3,4-dichloro-phenyl)-3-(2-hydroxy-ethyl)-pyrrolidine (R, R)-di-p-anisoyltartaric acid-hydrochloric acid salt). RXN SMILES: [C:1]([C@:11]([C:28]([OH:30])=[O:29])([OH:27])[C@:12]([C:17](=[O:26])[C:18]1[CH:23]=[CH:22][C:21]([O:24][CH3:25])=[CH:20][CH:19]=1)([OH:16])[C:13]([OH:15])=[O:14])(=[O:10])[C:2]1[CH:7]=[CH:6][C:5]([O:8][CH3:9])=[CH:4][CH:3]=1.Cl.[Cl:32][C:33]1[CH:34]=[C:35]([C:40]2([CH2:45][CH2:46][OH:47])[CH2:44][CH2:43][NH:42][CH2:41]2)[CH:36]=[CH:37][C:38]=1[Cl:39]>O.CO.CO>[ClH:32].[C:17]([C@:12]([C:13]([OH:15])=[O:14])([OH:16])[C@:11]([C:1](=[O:10])[C:2]1[CH:7]=[CH:6][C:5]([O:8][CH3:9])=[CH:4][CH:3]=1)([OH:27])[C:28]([OH:30])=[O:29])(=[O:26])[C:18]1[CH:23]=[CH:22][C:21]([O:24][CH3:25])=[CH:20][CH:19]=1.[Cl:32][C:33]1[CH:34]=[C:35]([C:40]2([CH2:45][CH2:46][OH:47])[CH2:44][CH2:43][NH:42][CH2:41]2)[CH:36]=[CH:37][C:38]=1[Cl:39] |f:3.4,6.7.8|. Procedure details: Combine (R, R)-di-p-anisoyltartaric acid (0.8 g, 19 mmol) and aqueous 12 M hydrochloric acid solution (0.16 mL, 19 mmol) in water/methanol (10 mL)/(10 mL). Heat to reflux. Add dropwise, a solution of 3-(3,4-dichloro-phenyl)-3-(2-hydroxy-ethyl)-pyrrolidine (1.0 g, 38.5 mmol) in methanol (10 mL). After 15 minutes, slowly cool to ambient temperature. Filter the solid that forms and rinse with water to give (+)-3-(3,4-dichloro-phenyl)-3-(2-hydroxy-ethyl)-pyrrolidine (R, R)-di-p-anisoyltartaric acid-... Reactants: CC(C)(C)O, C=CC12CCC(c3nc4c([nH]3)c(=O)n(CCC)c(=O)n4CCC)(CC1)CO2, C1COCCO1, O=[Os](=O)(=O)=O, O. Product: CCCn1c(=O)c2[nH]c(C34CCC(C=O)(CC3)OC4)nc2n(CCC)c1=O. As a reaction SMILES: [C:34]([OH:35])([CH3:36])([CH3:37])[CH3:38].[CH2:1]([CH2:2][CH3:3])[n:4]1[c:5](=[O:27])[n:6]([CH2:24][CH2:25][CH3:26])[c:7]2[n:8][c:9]([C:14]34[CH2:15][O:16][C:17]([CH:22]=[CH2:23])([CH2:18][CH2:19]3)[CH2:20][CH2:21]4)[nH:10][c:11]2[c:12]1=[O:13].[O:28]1[CH2:29][CH2:30][O:31][CH2:32][CH2:33]1.[O:40]=[Os:41](=[O:42])(=[O:43])=[O:44].[OH2:39]>>[CH2:1]([CH2:2][CH3:3])[n:4]1[c:5](=[O:27])[n:6]([CH2:24][CH2:25][CH3:26])[c:7]2[n:8][c:9]([C:14]34[CH2:15][O:16][C:17]([CH:22]=[O:28])([CH2:18][CH2:19]3)[CH2:20][CH2:21]4)[nH:10][c:11]2[c:12]1=[O:13]. Reactants: Cl (hydrochloric acid), N[C@@H](CCC(=O)O)C(=O)O (glutamic acid), O (water), O (water). The solvent is OCC(O)CO (glycerine). Yields the product Cl.N[C@@H](CCC(=O)O)C(=O)O (glutamic acid monohydrochloride). RXN SMILES: [ClH:1].[NH2:2][C@H:3]([C:9]([OH:11])=[O:10])[CH2:4][CH2:5][C:6]([OH:8])=[O:7].O>OCC(CO)O>[ClH:1].[NH2:2][C@H:3]([C:9]([OH:11])=[O:10])[CH2:4][CH2:5][C:6]([OH:8])=[O:7] |f:4.5|. Procedure: The hydrochloric acid and glutamic acid are added to the water before the water is added to another of the ingredients except possibly the glycerine, and this will produce glutamic acid monohydrochloride, as follows: Starting materials: CNC, [Cl-], CC(=O)N(C)c1c(I)c(N)c(I)c(C(=O)O)c1I, [Na+], [OH-], O, O=S(Cl)Cl. The product is CC(=O)N(C)c1c(I)c(N)c(I)c(C(=O)N(C)C)c1I. As a reaction SMILES: [CH3:24][NH:25][CH3:26].[Cl-:1].[NH2:2][c:3]1[c:4]([I:19])[c:5]([C:6](=[O:7])[OH:8])[c:9]([I:18])[c:10]([N:13]([C:14]([CH3:15])=[O:16])[CH3:17])[c:11]1[I:12].[Na+:28].[OH-:27].[OH2:29].[S:20]([Cl:21])([Cl:22])=[O:23]>>[NH2:2][c:3]1[c:4]([I:19])[c:5]([C:6](=[O:8])[N:25]([CH3:24])[CH3:26])[c:9]([I:18])[c:10]([N:13]([C:14]([CH3:15])=[O:16])[CH3:17])[c:11]1[I:12].